Dataset: the Open Reaction Database (ORD), a public repository of structured organic reaction records. Task: describe an organic reaction: reactants, conditions, products, and yield Reactants: COC=1C=CC2=C(SC3=C(CN2)C=CC=C3)C1 (10,11-dihydro-7-methoxydibenzo[b,f][1,4]thiazepin), C(C)(=O)OC=O (formic acetic anhydride). Solvent: O1CCCC1 (tetrahydrofuran). Conditions: temperature 2.5 celsius, time 15 minute. Yields the product C(=O)N1C2=C(SC3=C(C1)C=CC=C3)C=C(C=C2)OC (10,11-Dihydro-10-formyl-7-methoxydibenzo [b,f][1,4]thiazepin). RXN SMILES: [CH3:1][O:2][C:3]1[CH:4]=[CH:5][C:6]2[NH:12][CH2:11][C:10]3[CH:13]=[CH:14][CH:15]=[CH:16][C:9]=3[S:8][C:7]=2[CH:17]=1.[C:18](OC=O)(=[O:20])C>O1CCCC1>[CH:18]([N:12]1[CH2:11][C:10]2[CH:13]=[CH:14][CH:15]=[CH:16][C:9]=2[S:8][C:7]2[CH:17]=[C:3]([O:2][CH3:1])[CH:4]=[CH:5][C:6]1=2)=[O:20]. Reported procedure: To a solution of 10,11-dihydro-7-methoxydibenzo[b,f][1,4]thiazepin (6.5 g,26.6 mmoles) in tetrahydrofuran (100 ml) was added 5 ml of formic acetic anhydride. The mixture was stirred at from 0 to 5° C. for 15 minutes. The mixture was then concentrated in vacuo. The residue was taken up in ether and a solid crystallized out. The solid was filtered, washed with ether and air-dried to give the title compound, m.p. 98°-100°. Reactants: FC=1C=C(C=C(C1)OC(F)(F)F)C1=CC(=NN1C=1C=NC=CC1)C(=O)O (5-(3-Fluoro-5-trifluoromethoxyphenyl)-1-(pyridin-3-yl)-1H-pyrazole-3-carboxylic acid), ClC=1C=C(C=C(C1)F)C1=CC(=NN1C1=NC=CC=C1)C(=O)N1CNC(C1)=O (1-{[5-(3-Chloro-5-fluorophenyl)-1-(pyridin-2-yl)-1H-pyrazol-3-yl]carbonyl}imidazolidin-4-one), N1CCOCC1 (morpholine). Product: FC=1C=C(C=C(C1)OC(F)(F)F)C1=CC(=NN1C=1C=NC=CC1)C(=O)N1CCOCC1 ({5-[3-Fluoro-5-(trifluoromethoxy)phenyl]-1-(pyridin-3-yl)-1H-pyrazol-3-yl}(morpholin-4-yl)methanone). RXN SMILES: [F:1][C:2]1[CH:3]=[C:4]([C:13]2[N:17]([C:18]3[CH:19]=[N:20][CH:21]=[CH:22][CH:23]=3)[N:16]=[C:15]([C:24](O)=[O:25])[CH:14]=2)[CH:5]=[C:6]([O:8][C:9]([F:12])([F:11])[F:10])[CH:7]=1.ClC1C=C(C2N(C3C=CC=CN=3)N=[C:37]([C:46]([N:48]3[CH2:52][C:51](=[O:53])NC3)=O)C=2)C=C(F)C=1.N1CCOCC1>>[F:1][C:2]1[CH:3]=[C:4]([C:13]2[N:17]([C:18]3[CH:19]=[N:20][CH:21]=[CH:22][CH:23]=3)[N:16]=[C:15]([C:24]([N:48]3[CH2:46][CH2:37][O:53][CH2:51][CH2:52]3)=[O:25])[CH:14]=2)[CH:5]=[C:6]([O:8][C:9]([F:12])([F:10])[F:11])[CH:7]=1. Procedure: 75 mg (0.20 mmol) of the compound of Example 34A is reacted analogously to the synthesis of the compound of Example 1 with 0.02 ml (0.23 mmol) of morpholine. 80 mg (90% of theory) of the title compound is obtained. The reactants are COC(CC=1C=C(C(=CC1)OC)C1=C(C=C(C=C1)C(F)(F)F)CNCC)=O ((2′-ethylaminomethyl-6-methoxy-4′-trifluoromethyl-biphenyl-3-yl)-acetic acid methyl ester), COCC(=O)Cl (methoxyacetyl chloride). Product: COC(CC=1C=C(C(=CC1)OC)C1=C(C=C(C=C1)C(F)(F)F)CN(C(COC)=O)CC)=O ((2′-{[Ethyl-(2-methoxy-acetyl)-amino]-methyl}-6-methoxy-4′-trifluoromethyl-biphenyl-3-yl)-acetic acid methyl ester). As a reaction SMILES: [CH3:1][O:2][C:3](=[O:27])[CH2:4][C:5]1[CH:6]=[C:7]([C:13]2[CH:18]=[CH:17][C:16]([C:19]([F:22])([F:21])[F:20])=[CH:15][C:14]=2[CH2:23][NH:24][CH2:25][CH3:26])[C:8]([O:11][CH3:12])=[CH:9][CH:10]=1.[CH3:28][O:29][CH2:30][C:31](Cl)=[O:32]>>[CH3:1][O:2][C:3](=[O:27])[CH2:4][C:5]1[CH:6]=[C:7]([C:13]2[CH:18]=[CH:17][C:16]([C:19]([F:20])([F:22])[F:21])=[CH:15][C:14]=2[CH2:23][N:24]([CH2:25][CH3:26])[C:31](=[O:32])[CH2:30][O:29][CH3:28])[C:8]([O:11][CH3:12])=[CH:9][CH:10]=1. Procedure details: Prepared according to the procedure described in Example 1, Step 6, using the following starting materials: (2′-ethylaminomethyl-6-methoxy-4′-trifluoromethyl-biphenyl-3-yl)-acetic acid methyl ester and methoxyacetyl chloride. The reactants are OC(CCC1CCC(N1)=O)CC1=CC(=CC=C1)C(F)(F)F (5-[3-hydroxy-4-(3-trifluoromethyl-phenyl)-butyl]-pyrrolidin-2-one), [Si](C)(C)(C(C)(C)C)Cl (tert-butyldimethylsilyl chloride). Product: C(C)(C)(C)[Si](OC(CCC1CCC(N1)=O)CC1=CC(=CC=C1)C(F)(F)F)(C)C (5-[3-(tert-butyl-dimethyl-silanyloxy)-4-(3-trifluoromethyl-phenyl)-butyl]-pyrrolidin-2-one). As a reaction SMILES: [OH:1][CH:2]([CH2:11][C:12]1[CH:17]=[CH:16][CH:15]=[C:14]([C:18]([F:21])([F:20])[F:19])[CH:13]=1)[CH2:3][CH2:4][CH:5]1[NH:9][C:8](=[O:10])[CH2:7][CH2:6]1.[Si:22](Cl)([C:25]([CH3:28])([CH3:27])[CH3:26])([CH3:24])[CH3:23]>>[C:25]([Si:22]([CH3:24])([CH3:23])[O:1][CH:2]([CH2:11][C:12]1[CH:17]=[CH:16][CH:15]=[C:14]([C:18]([F:21])([F:19])[F:20])[CH:13]=1)[CH2:3][CH2:4][CH:5]1[NH:9][C:8](=[O:10])[CH2:7][CH2:6]1)([CH3:28])([CH3:27])[CH3:26]. Procedure details: Analogous to the procedure described for Example 1A, Step C, 5-[3-hydroxy-4-(3-trifluoromethyl-phenyl)-butyl]-pyrrolidin-2-one (1.19 g, 3.95 mmol) was protected with tert-butyldimethylsilyl chloride (893 mg, 6.22 mmol). Purification by medium pressure chromatography eluting with EtOAc provided 5-[3-(tert-butyl-dimethyl-silanyloxy)-4-(3-trifluoromethyl-phenyl)-butyl]-pyrrolidin-2-one. 1H NMR (CDCl3) δ7.47-7.32 (m, 4H), 5.73 (m, 1H), 3.86 (m, 1H), 3.59 (m, 1H), 2.75 (m, 2H), 2.35-2.20 (m, 3H), 1.7... Starting materials: COC(=O)c1cc(C(C)(C)C)cc(C(C)(C)C)c1O, CC(=O)O, O, O=[N+]([O-])O. Yields the product COC(=O)c1cc([N+](=O)[O-])cc(C(C)(C)C)c1O. Reaction SMILES: [C:1]([CH3:2])([CH3:3])([CH3:4])[c:5]1[c:6]([OH:19])[c:7]([C:8](=[O:9])[O:10][CH3:11])[cH:12][c:13]([C:15]([CH3:16])([CH3:17])[CH3:18])[cH:14]1.[CH3:25][C:26](=[O:27])[OH:28].[OH2:24].[OH:20][N+:21]([O-:22])=[O:23]>>[C:1]([CH3:2])([CH3:3])([CH3:4])[c:5]1[c:6]([OH:19])[c:7]([C:8](=[O:9])[O:10][CH3:11])[cH:12][c:13]([N+:21](=[O:20])[O-:22])[cH:14]1. Starting materials: C(C)OC(=O)C1CCN(CC1)C1=NC2=CC(=C(C=C2C(=N1)N1CCC(CC1)N1C(N(C2=CC=C(C=C2C1=O)C)C)=O)OC)OC (3-{1-[2-(4-Ethoxycarbonylpiperidino)-6,7-dimethoxy-4-quinazolinyl]-4-piperidinyl}-1,2,3,4-tetrahydro-1,6-dimethyl-2,4-dioxoquinazoline), aqueous solution, [OH-].[Na+] (sodium hydroxide). Run in CO (methanol). Product: C(=O)(O)C1CCN(CC1)C1=NC2=CC(=C(C=C2C(=N1)N1CCC(CC1)N1C(N(C2=CC=C(C=C2C1=O)C)C)=O)OC)OC (3-{1-[2-(4-Carboxypiperidino)-6,7-dimethoxy-4-quinazolinyl]-4-piperidinyl}-1,2,3,4-tetrahydro-1,6-dimethyl-2,4-dioxoquinazoline). Isolated yield 80.5%. As a reaction SMILES: C([O:3][C:4]([CH:6]1[CH2:11][CH2:10][N:9]([C:12]2[N:21]=[C:20]([N:22]3[CH2:27][CH2:26][CH:25]([N:28]4[C:37](=[O:38])[C:36]5[C:31](=[CH:32][CH:33]=[C:34]([CH3:39])[CH:35]=5)[N:30]([CH3:40])[C:29]4=[O:41])[CH2:24][CH2:23]3)[C:19]3[C:14](=[CH:15][C:16]([O:44][CH3:45])=[C:17]([O:42][CH3:43])[CH:18]=3)[N:13]=2)[CH2:8][CH2:7]1)=[O:5])C.[OH-].[Na+]>CO>[C:4]([CH:6]1[CH2:11][CH2:10][N:9]([C:12]2[N:21]=[C:20]([N:22]3[CH2:23][CH2:24][CH:25]([N:28]4[C:37](=[O:38])[C:36]5[C:31](=[CH:32][CH:33]=[C:34]([CH3:39])[CH:35]=5)[N:30]([CH3:40])[C:29]4=[O:41])[CH2:26][CH2:27]3)[C:19]3[C:14](=[CH:15][C:16]([O:44][CH3:45])=[C:17]([O:42][CH3:43])[CH:18]=3)[N:13]=2)[CH2:8][CH2:7]1)([OH:5])=[O:3] |f:1.2|. Procedure: In 10 ml of methanol was dissolved 400 mg (0.65 mmol) of Compound 3 obtained in Example 3, and 5 ml of 2 N aqueous solution of sodium hydroxide was added to the solution, followed by heating under reflux for one hour. After cooling, the solvent was evaporated, and water and concentrated hydrochloric acid were added to the residue. The precipitated crystals were collected by filtration, and then washed with water and methanol to give 308.0 mg (yield: 81%) of Compound 4 as white crystals. Starting materials: Brc1cncs1, C#CCOCCCN(C(=O)C(=O)OCC)C(C)(C)C, CCCCP(CCCC)CCCC, Cc1ccccc1, CC(C)NC(C)C, [Cl-], [Cu]I, [NH4+], C1COCCO1. The product is CCOC(=O)C(=O)N(CCCOCC#Cc1cncs1)C(C)(C)C. Reaction SMILES: [Br:20][c:21]1[cH:22][n:23][cH:24][s:25]1.[C:1]([CH3:2])([CH3:3])([CH3:4])[N:5]([C:6]([C:7](=[O:8])[O:9][CH2:10][CH3:11])=[O:12])[CH2:13][CH2:14][CH2:15][O:16][CH2:17][C:18]#[CH:19].[CH2:33]([P:34]([CH2:35][CH2:36][CH2:37][CH3:38])[CH2:39][CH2:40][CH2:41][CH3:42])[CH2:43][CH2:44][CH3:45].[CH3:46][c:47]1[cH:48][cH:49][cH:50][cH:51][cH:52]1.[CH:26]([NH:27][CH:28]([CH3:29])[CH3:30])([CH3:31])[CH3:32].[Cl-:59].[Cu:61][I:62].[NH4+:60].[O:53]1[CH2:54][CH2:55][O:56][CH2:57][CH2:58]1>>[C:1]([CH3:2])([CH3:3])([CH3:4])[N:5]([C:6]([C:7](=[O:8])[O:9][CH2:10][CH3:11])=[O:12])[CH2:13][CH2:14][CH2:15][O:16][CH2:17][C:18]#[C:19][c:21]1[cH:22][n:23][cH:24][s:25]1. The reactants are ClC1=NC=CC(=N1)C1=C(N=C(S1)C(C)C)C=1C=C(N)C=CC1 (3-[5-(2-chloro-4-pyrimidinyl)-2-(1-methylethyl)-1,3-thiazol-4-yl]aniline), ClC1=NC=CC(=N1)C1=C(N=C(S1)C(C)(C)C)C=1C(=C(C=CC1F)NC(OCC=C)=O)F (2-propen-1-yl {3-[5-(2-chloro-4-pyrimidinyl)-2-(1,1-dimethylethyl)-1,3-thiazol-4-yl]-2,4-difluorophenyl}carbamate). Product: ClC1=NC=CC(=N1)C1=C(N=C(S1)C(C)(C)C)C=1C(=C(C=CC1F)N)F ({3-[5-(2-Chloro-4-pyrimidinyl)-2-(1,1-dimethylethyl)-1,3-thiazol-4-yl]-2,4-difluorophenyl}amine). Isolated yield 81.0%. RXN SMILES: ClC1N=C(C2SC(C(C)C)=NC=2C2C=C(C=CC=2)N)C=CN=1.[Cl:23][C:24]1[N:29]=[C:28]([C:30]2[S:34][C:33]([C:35]([CH3:38])([CH3:37])[CH3:36])=[N:32][C:31]=2[C:39]2[C:40]([F:53])=[C:41]([NH:46]C(=O)OCC=C)[CH:42]=[CH:43][C:44]=2[F:45])[CH:27]=[CH:26][N:25]=1>>[Cl:23][C:24]1[N:29]=[C:28]([C:30]2[S:34][C:33]([C:35]([CH3:38])([CH3:37])[CH3:36])=[N:32][C:31]=2[C:39]2[C:40]([F:53])=[C:41]([NH2:46])[CH:42]=[CH:43][C:44]=2[F:45])[CH:27]=[CH:26][N:25]=1. Procedure details: Following a procedure analogous to the procedure described in Intermediate 13 using 2-propen-1-yl {3-[5-(2-chloro-4-pyrimidinyl)-2-(1,1-dimethylethyl)-1,3-thiazol-4-yl]-2,4-difluorophenyl}carbamate (2.962 g, 6.37 mmol) (from composite batches prepared as described above) the title compound of Step B was obtained (1.96 g, 81% yield). 1H NMR (400 MHz, DMSO-d6) δ ppm 8.67 (d, J=5.3 Hz, 1H), 7.09 (d, J=5.3 Hz, 1H), 6.88-7.02 (m, 2H), 5.23 (s, 2H), 1.45 (s, 9H); MS (ESI): 380 [M+H]+. The reactants are 3, C(Cl)Cl (CH2Cl2), FC(C1=CC=C(C=C1)CC(=O)O)(F)F (4-trifluoromethylphenyl acetic acid), O.ON1N=NC2=C1C=CC=C2 (1-hydroxybenzotriazole hydrate), C(Cl)Cl (CH2Cl2), C(C)(C)N(C(C)C)CC (N,N-diisopropylethylamine), C(Cl)Cl (CH2Cl2), CCN=C=NCCCN(C)C (EDCI), [NH4+].[OH-] (NH4OH). Run in CO (CH3OH). Reaction conditions: time 30 minute. Product: Cl.FC(C1=CC=C(C=C1)CC(=O)N([C@H]1[C@@H](CCCC1)N1CCCC1)C)(F)F ((±)-trans-4-Trifluoromethyl-N-methyl-N-[2-(1-pyrrolidinyl)cyclohexyl]-phenylacetamide Hydrochloride). Reaction SMILES: [F:1][C:2]([F:14])([F:13])[C:3]1[CH:8]=[CH:7][C:6]([CH2:9][C:10]([OH:12])=O)=[CH:5][CH:4]=1.O.ON1[C:21]2[CH:22]=[CH:23][CH:24]=C[C:20]=2[N:19]=N1.CCN=C=N[CH2:31][CH2:32][CH2:33][N:34]([CH3:36])[CH3:35].[CH:37](N(CC)C(C)C)(C)C.[NH4+].[OH-].C(Cl)[Cl:49]>CO>[ClH:49].[F:13][C:2]([F:1])([F:14])[C:3]1[CH:4]=[CH:5][C:6]([CH2:9][C:10]([N:19]([CH3:37])[C@@H:20]2[CH2:21][CH2:22][CH2:23][CH2:24][C@H:36]2[N:34]2[CH2:33][CH2:32][CH2:31][CH2:35]2)=[O:12])=[CH:7][CH:8]=1 |f:1.2,5.6,9.10|. Procedure details: To a solution of 4-trifluoromethylphenyl acetic acid (1.45 g, 7.08 mmol) in 10 mL of dry CH2Cl2 under a nitrogen atmosphere was added 1-hydroxybenzotriazole hydrate (HOBT) (0.95 g, 7.08 mmol) and stirred. The reaction mixture was cooled to 0→5oC and added solid EDCI ([1-(3-dimethylaminopropyl)-3-ethyl-carbodiimide HCl])(1.35 g, 7.08 mmol) and stirrat this temperature for 30 min. A solution (±) 3(1.0 g, 5.48 mmol) in 10 mL of dry CH2Cl2 was added followed by N,N-diisopropylethylamine (Hunig's Bas... Starting materials: C(C)OC(=O)C=1N=C(C2=C(N1)SC(=C2)CC)N2CCN(CC2)C(=O)OC(C)(C)C (4-(4-tert-Butoxycarbonyl-piperazin-1-yl)-6-ethyl-thieno[2,3-d]pyrimidine-2-carboxylic acid ethyl ester), [OH-].[Na+] (NaOH). Solvent: CO (methanol). Reaction conditions: time 3 hour. Yields the product C(C)(C)(C)OC(=O)N1CCN(CC1)C=1C2=C(N=C(N1)C(=O)O)SC(=C2)CC (4-(4-tert-Butoxycarbonyl-piperazin-1-yl)-6-ethyl-thieno[2,3-d]pyrimidine-2-carboxylic acid). Isolated yield 100.0%. Reaction SMILES: C([O:3][C:4]([C:6]1[N:7]=[C:8]([N:17]2[CH2:22][CH2:21][N:20]([C:23]([O:25][C:26]([CH3:29])([CH3:28])[CH3:27])=[O:24])[CH2:19][CH2:18]2)[C:9]2[CH:14]=[C:13]([CH2:15][CH3:16])[S:12][C:10]=2[N:11]=1)=[O:5])C.[OH-].[Na+]>CO>[C:26]([O:25][C:23]([N:20]1[CH2:19][CH2:18][N:17]([C:8]2[C:9]3[CH:14]=[C:13]([CH2:15][CH3:16])[S:12][C:10]=3[N:11]=[C:6]([C:4]([OH:5])=[O:3])[N:7]=2)[CH2:22][CH2:21]1)=[O:24])([CH3:29])([CH3:28])[CH3:27] |f:1.2|. Procedure details: 4-(4-tert-Butoxycarbonyl-piperazin-1-yl)-6-ethyl-thieno[2,3-d]pyrimidine-2-carboxylic acid ethyl ester (118.9 mg) was dissolved in methanol (0.42 mL) and NaOH (2 M in water, 0.42 mL) was added. The reaction was stirred at room temperature for 3 hours after which, it was neutralized with DOWEX acid ion exchange resin. The mixture was filtered and the filtrate was concentrated to dryness giving the desired product. Yield=100%, ES-MS: (M+H)+ 393.